This data is from the Open Reaction Database (ORD), a public repository of structured organic reaction records. The task is: describe an organic reaction: reactants, conditions, products, and yield Reactants: C(CC)N(C(=O)CC1=CC=C(C=C1)OC1=CC=CC=C1)C1CC(C1C(=O)[O-])C(=O)[O-] ((N-propyl-N-(4-phenoxybenzyl)carbonylamino]cyclobutane-3,4-dicarboxylate), methyl esters, [OH-].[Na+] (sodium hydroxide). The product is C(CC)N(C(=O)CC1=CC=C(C=C1)OC1=CC=CC=C1)C1CC(C1C(=O)O)C(=O)O ((N-propyl-N-(4-phenoxybenzyl)carbonylamino]cyclobutane-3,4-dicarboxylic acid). Reaction SMILES: [CH2:1]([N:4]([CH:21]1[CH:24]([C:25]([O-:27])=[O:26])[CH:23]([C:28]([O-:30])=[O:29])[CH2:22]1)[C:5]([CH2:7][C:8]1[CH:13]=[CH:12][C:11]([O:14][C:15]2[CH:20]=[CH:19][CH:18]=[CH:17][CH:16]=2)=[CH:10][CH:9]=1)=[O:6])[CH2:2][CH3:3].[OH-].[Na+]>>[CH2:1]([N:4]([CH:21]1[CH:24]([C:25]([OH:27])=[O:26])[CH:23]([C:28]([OH:30])=[O:29])[CH2:22]1)[C:5]([CH2:7][C:8]1[CH:9]=[CH:10][C:11]([O:14][C:15]2[CH:20]=[CH:19][CH:18]=[CH:17][CH:16]=2)=[CH:12][CH:13]=1)=[O:6])[CH2:2][CH3:3] |f:1.2|. Procedure details: The compound resulting from Example 124A is reacted with propionyl chloride in the presence of triethylamine to give methyl 1,2-di(propionylamino)cyclobutane-3,4-dicarboxylate. Reduction of the diamide with borane-tetrahydrofuran complex at 0° C. affords methyl 1,2-di(n-propylamino)cyclobutane-3,4-dicarboxylate. Treatment of this secondary amine with the acid chloride of 4-phenoxyphenylacetic acid in the presence of triethylamine yields methyl1,2-di[(N-propyl-N-(4-phenoxybenzyl)carbonylamino]cyc...